This data is from the Open Reaction Database (ORD), a public repository of structured organic reaction records. The task is: describe an organic reaction: reactants, conditions, products, and yield The reactants are solution, ClCl (chlorine), C(C1=CC=CC=C1)OC(=O)NC=1SC=C(N1)C(C(=O)O)=C(CCCC(=O)OCC1=CC=CC=C1)Cl (2-(2-Benzyloxycarbonylaminothiazol-4-yl)-3-chloro-6-benzyloxycarbonyl-2-hexenoic acid), C1(=CC=CC=C1)P(C1=CC=CC=C1)C1=CC=CC=C1 (triphenylphosphine). Solvent: C(Cl)(Cl)(Cl)Cl (carbon tetrachloride), C(C)N(CC)CC (triethylamine), O1CCCC1 (tetrahydrofuran), O1CCCC1 (tetrahydrofuran). Run at time 6.5 hour. Yields the product C(C1=CC=CC=C1)OC(=O)NC=1SC=C(N1)C(C(=O)O)=CCCCC(=O)OCC1=CC=CC=C1 (2-(2-Benzyloxycarbonylaminothiazol-4-yl)-6-benzyloxycarbonyl-2-hexenoic acid). Isolated yield 67.0%. As a reaction SMILES: C1(P(C2C=CC=CC=2)C2C=CC=CC=2)C=CC=CC=1.ClCl.[CH2:22]([O:29][C:30]([NH:32][C:33]1[S:34][CH:35]=[C:36]([C:38](=[C:42](Cl)[CH2:43][CH2:44][CH2:45][C:46]([O:48][CH2:49][C:50]2[CH:55]=[CH:54][CH:53]=[CH:52][CH:51]=2)=[O:47])[C:39]([OH:41])=[O:40])[N:37]=1)=[O:31])[C:23]1[CH:28]=[CH:27][CH:26]=[CH:25][CH:24]=1>O1CCCC1.C(Cl)(Cl)(Cl)Cl.C(N(CC)CC)C>[CH2:22]([O:29][C:30]([NH:32][C:33]1[S:34][CH:35]=[C:36]([C:38](=[CH:42][CH2:43][CH2:44][CH2:45][C:46]([O:48][CH2:49][C:50]2[CH:51]=[CH:52][CH:53]=[CH:54][CH:55]=2)=[O:47])[C:39]([OH:41])=[O:40])[N:37]=1)=[O:31])[C:23]1[CH:24]=[CH:25][CH:26]=[CH:27][CH:28]=1. Procedure: To a solution of triphenylphosphine (284 mg) in tetrahydrofuran (4 ml) cooled at -15° C. are added a 0.85M solution of chlorine in carbon tetrachloride (1.27 ml), triethylamine (0.152 ml), and a solution of ketodiester (4) (160 mg) in tetrahydrofuran (2 ml). The mixture is warmed to room temperature, stirred for 6.5 hours, subjected to usual work-up, and silica gel chromatography to give chlorodiester (5). Yield: 67%. Reactants: D1, C(C#C)Br (propargyl bromide), COC1=C(CON2C(NC3=C(C2=O)OC2=C3C=CC=C2)=O)C=CC(=C1)OC (3-(2,4-dimethoxy-benzyloxy)-1H-benzo[4,5]furo[3,2-d]pyrimidine-2,4-dione), solution. Run in C1(=CC=CC=C1)C (toluene). The product is ON1C(N(C2=C(C1=O)OC1=C2C=CC=C1)CC#C)=O (3-Hydroxy-1-prop-2-ynyl-1H-benzo[4,5]furo[3,2-d]pyrimidine-2,4-dione). RXN SMILES: COC1C=C(OC)C=CC=1C[O:6][N:7]1[C:12](=[O:13])[C:11]2[O:14][C:15]3[CH:20]=[CH:19][CH:18]=[CH:17][C:16]=3[C:10]=2[NH:9][C:8]1=[O:21].[CH2:28](Br)[C:29]#[CH:30]>C1(C)C=CC=CC=1>[OH:6][N:7]1[C:12](=[O:13])[C:11]2[O:14][C:15]3[CH:20]=[CH:19][CH:18]=[CH:17][C:16]=3[C:10]=2[N:9]([CH2:30][C:29]#[CH:28])[C:8]1=[O:21]. Reported procedure: Following general procedure B2 and D1, 3-(2,4-dimethoxy-benzyloxy)-1H-benzo[4,5]furo[3,2-d]pyrimidine-2,4-dione was alkylated with an 80% solution of propargyl bromide in toluene and subsequently deprotected to provide the title compound as a white solid. 1H NMR (d6-DMSO, 300 MHz) δ 3.49 (t, J=2 Hz, 1H); 5.15 (d, J=2 Hz, 2H); 7.53 (dd, J=8 Hz, 1H); 7.70 (dd, J=8 Hz, 1H); 7.85 (d, J=8 Hz, 1H); 8.19 (d, J=8 Hz, 1H); Ret. time=1.86 min., m/z=257.0. The reactants are O=S(=O)(Cl)c1cncc(Br)c1, CC(C)(C)N, Cl, c1ccncc1. Product: CC(C)(C)NS(=O)(=O)c1cncc(Br)c1. As a reaction SMILES: [Br:1][c:2]1[cH:3][c:4]([S:8](=[O:9])(=[O:10])[Cl:11])[cH:5][n:6][cH:7]1.[CH3:12][C:13]([CH3:14])([CH3:15])[NH2:16].[ClH:23].[cH:17]1[cH:18][cH:19][n:20][cH:21][cH:22]1>>[Br:1][c:2]1[cH:3][c:4]([S:8](=[O:9])(=[O:10])[NH:16][C:13]([CH3:12])([CH3:14])[CH3:15])[cH:5][n:6][cH:7]1. Reactants: N1(C=NC=C1)CC1=C(N=C2N1C=C(C=C2)C)C2=CC=C(C=C2)C (3-((1H-imidazol-1-yl)methyl)-6-methyl-2-p-tolylimidazo[1,2-a]pyridine), Cl.ClCC1=C(N=C2N1N=CC=C2)C2=CC=C(C=C2)Cl (3-(chloromethyl)-2-(4-chlorophenyl)imidazo[1,2-b]pyridazine hydrochloride), N1N=NC=C1 (1H-1,2,3-triazole). Yields the product N1(N=CN=C1)CC1=C(N=C2N1C=CC=C2)C2=CC=C(C=C2)Cl (3-((1H-1,2,4-triazol-1-yl)methyl)-2-(4-chlorophenyl)imidazo[1,2-a]pyridine). As a reaction SMILES: [N:1]1([CH2:6][C:7]2[N:11]3[CH:12]=[C:13](C)[CH:14]=[CH:15][C:10]3=[N:9][C:8]=2[C:17]2[CH:22]=[CH:21][C:20](C)=[CH:19][CH:18]=2)C=[CH:4][N:3]=[CH:2]1.[ClH:24].ClCC1N2N=CC=CC2=[N:29]C=1C1C=CC(Cl)=CC=1.N1C=CN=N1>>[N:1]1([CH2:6][C:7]2[N:11]3[CH:12]=[CH:13][CH:14]=[CH:15][C:10]3=[N:9][C:8]=2[C:17]2[CH:22]=[CH:21][C:20]([Cl:24])=[CH:19][CH:18]=2)[CH:2]=[N:3][CH:4]=[N:29]1 |f:1.2|. Reported procedure: The title compound was prepared according to Method A and the experimentals described for compound 1 from 3-(chloromethyl)-2-(4-chlorophenyl)imidazo[1,2-b]pyridazine hydrochloride and 1H-1,2,3-triazole. 1H-NMR (400 MHz, CDCl3, δ) 8.17 (d, J=6.8 Hz, 1H), 8.00 (s, 1H), 7.68 (m, 3H), 7.52 (m, 2H), 7.33 (m, 1H), 7.26 (m, 1H), 6.93 (m, 1H), 5.74 (s, 2H) ppm; m/e 310. Starting materials: CO, COC(=O)C(C)(C)C1CCC(OC)CC1, Cl, [Li+], [OH-]. Yields the product COC1CCC(C(C)(C)C(=O)O)CC1. RXN SMILES: [CH3:19][OH:20].[CH3:1][O:2][C:3]([C:4]([CH3:5])([CH3:6])[CH:7]1[CH2:8][CH2:9][CH:10]([O:13][CH3:14])[CH2:11][CH2:12]1)=[O:15].[ClH:18].[Li+:16].[OH-:17]>>[O:2]=[C:3]([C:4]([CH3:5])([CH3:6])[CH:7]1[CH2:8][CH2:9][CH:10]([O:13][CH3:14])[CH2:11][CH2:12]1)[OH:15]. Reactants: O=S(=O)(Nc1nccs1)c1ccc(Br)cc1, CC(=O)O, Cc1ccccc1, CC(C)(C)OC(=O)NC1CNC1, O=C(C=Cc1ccccc1)C=Cc1ccccc1, O=C(C=Cc1ccccc1)C=Cc1ccccc1, O=C(C=Cc1ccccc1)C=Cc1ccccc1, O, [Pd], [Pd], CC(C)(C)P(c1ccccc1-c1ccccc1)C(C)(C)C. Product: CC(C)(C)OC(=O)NC1CN(c2ccc(S(=O)(=O)Nc3nccs3)cc2)C1. RXN SMILES: [Br:1][c:2]1[cH:3][cH:4][c:5]([S:8](=[O:9])(=[O:10])[NH:11][c:12]2[s:13][cH:14][cH:15][n:16]2)[cH:6][cH:7]1.[C:17]([OH:18])(=[O:19])[CH3:20].[CH3:55][c:56]1[cH:57][cH:58][cH:59][cH:60][cH:61]1.[NH:21]1[CH2:22][CH:23]([NH:25][C:26]([O:27][C:28]([CH3:29])([CH3:30])[CH3:31])=[O:32])[CH2:24]1.[O:100]=[C:101]([CH:102]=[CH:103][c:104]1[cH:105][cH:106][cH:107][cH:108][cH:109]1)[CH:110]=[CH:111][c:112]1[cH:113][cH:114][cH:115][cH:116][cH:117]1.[O:64]=[C:65]([CH:66]=[CH:67][c:68]1[cH:69][cH:70][cH:71][cH:72][cH:73]1)[CH:74]=[CH:75][c:76]1[cH:77][cH:78][cH:79][cH:80][cH:81]1.[O:82]=[C:83]([CH:84]=[CH:85][c:86]1[cH:87][cH:88][cH:89][cH:90][cH:91]1)[CH:92]=[CH:93][c:94]1[cH:95][cH:96][cH:97][cH:98][cH:99]1.[OH2:54].[Pd:62].[Pd:63].[c:33]1(-[c:34]2[cH:35][cH:36][cH:37][cH:38][cH:39]2)[cH:40][cH:41][cH:42][cH:43][c:44]1[P:45]([C:46]([CH3:47])([CH3:48])[CH3:49])[C:50]([CH3:51])([CH3:52])[CH3:53]>>[c:2]1([N:21]2[CH2:22][CH:23]([NH:25][C:26]([O:27][C:28]([CH3:29])([CH3:30])[CH3:31])=[O:32])[CH2:24]2)[cH:3][cH:4][c:5]([S:8](=[O:9])(=[O:10])[NH:11][c:12]2[s:13][cH:14][cH:15][n:16]2)[cH:6][cH:7]1.